From a dataset of the Open Reaction Database (ORD), a public repository of structured organic reaction records. describe an organic reaction: reactants, conditions, products, and yield Starting materials: C(=O)(OCC)C1=CC=C(C=C1)NNC(=S)N ((4-carboethoxyphenyl)thiosemicarbazide), C(OCC)([O-])[O-] (ethyl orthoformate), C(C)(=O)O (acetic acid), CCCCCC (hexane). Run at temperature 120 celsius, time 2 hour. The product is C(=O)(OCC)C1=CC=C(C=C1)N1C(=NN=C1)S (1-(4-carboethoxyphenyl)-2-mercapto-1,3,4-triazole). The yield is 75.9%. Reaction SMILES: C(C1C=C[C:9]([NH:12][NH:13][C:14]([NH2:16])=[S:15])=CC=1)(OCC)=O.[CH:17]([O-:22])([O-])[O:18][CH2:19][CH3:20].C(O)(=O)C.[CH3:27][CH2:28][CH2:29][CH2:30][CH2:31][CH3:32]>>[C:17]([C:29]1[CH:28]=[CH:27][C:32]([N:16]2[CH:9]=[N:12][N:13]=[C:14]2[SH:15])=[CH:31][CH:30]=1)([O:18][CH2:19][CH3:20])=[O:22]. Procedure details: A mixture of 13.2 g of (4-carboethoxyphenyl)thiosemicarbazide, 52.8 ml of ethyl orthoformate, and 3.3 g of acetic acid was stirred for 2 hours at 120° C. After cooling the mixture to room temperature, hexane was added to the mixture and crystals thus formed were collected by filtration and recrystallized from ethanol to provide 10.4 g of 1-(4-carboethoxyphenyl)-2-mercapto-1,3,4-triazole. The yield was 75.9% and the melting point was 194°-196° C.